Dataset: the Open Reaction Database (ORD), a public repository of structured organic reaction records. Task: describe an organic reaction: reactants, conditions, products, and yield The reactants are ClC=1C=C2C(=C(NC2=C(C1)Cl)[Si](C)(C)C)CCNC(C1=CC(=CC=C1)CC1=CC(=CC=C1)F)=O (N-(2-(5,7-dichloro-2-(trimethylsilyl)-1H-indol-3-yl)ethyl)-3-(3-fluorobenzyl)benzamide), [F-].C(CCC)[N+](CCCC)(CCCC)CCCC (tetrabutyl ammonium fluoride). Conditions: time 18 hour. Yields the product ClC=1C=C2C(=CNC2=C(C1)Cl)CCNC(C1=CC(=CC=C1)CC1=CC(=CC=C1)F)=O (N-(2-(5,7-Dichloro-1H-indol-3-yl)ethyl)-3-(3-fluorobenzyl)benzamide). Yield: 46.3%. Reaction SMILES: [Cl:1][C:2]1[CH:3]=[C:4]2[C:8](=[C:9]([Cl:11])[CH:10]=1)[NH:7][C:6]([Si](C)(C)C)=[C:5]2[CH2:16][CH2:17][NH:18][C:19](=[O:34])[C:20]1[CH:25]=[CH:24][CH:23]=[C:22]([CH2:26][C:27]2[CH:32]=[CH:31][CH:30]=[C:29]([F:33])[CH:28]=2)[CH:21]=1.[F-].C([N+](CCCC)(CCCC)CCCC)CCC>>[Cl:1][C:2]1[CH:3]=[C:4]2[C:8](=[C:9]([Cl:11])[CH:10]=1)[NH:7][CH:6]=[C:5]2[CH2:16][CH2:17][NH:18][C:19](=[O:34])[C:20]1[CH:25]=[CH:24][CH:23]=[C:22]([CH2:26][C:27]2[CH:32]=[CH:31][CH:30]=[C:29]([F:33])[CH:28]=2)[CH:21]=1 |f:1.2|. Procedure: A mixture of N-(2-(5,7-dichloro-2-(trimethylsilyl)-1H-indol-3-yl)ethyl)-3-(3-fluorobenzyl)benzamide (0.045 g; 0.088 mmol) and tetrabutyl ammonium fluoride (0.263 mL, 1N in THF) was stirred at room temperature for 18 hours and concentrated under reduced pressure. The residue was partitioned between water and dichloromethane. The organic layer was dried and concentrated under reduced pressure. The crude material was purified by flash chromatography on silica gel (eluent 2 to 10% ethyl acetate in d... Reactants: CC(=O)O[BH-](OC(C)=O)OC(C)=O, CCCCc1nnc(OCC2CNCCC2O)cc1-c1ccc(OC2CCCCC2)cc1, C=O, ClCCl, [Na+]. Yields the product CCCCc1nnc(OCC2CN(C)CCC2O)cc1-c1ccc(OC2CCCCC2)cc1. As a reaction SMILES: [C:35]([O:36][BH-:37]([O:38][C:39](=[O:40])[CH3:41])[O:42][C:43](=[O:44])[CH3:45])(=[O:46])[CH3:47].[CH2:1]([CH2:2][CH2:3][CH3:4])[c:5]1[c:6](-[c:20]2[cH:21][cH:22][c:23]([O:26][CH:27]3[CH2:28][CH2:29][CH2:30][CH2:31][CH2:32]3)[cH:24][cH:25]2)[cH:7][c:8]([O:11][CH2:12][CH:13]2[CH2:14][NH:15][CH2:16][CH2:17][CH:18]2[OH:19])[n:9][n:10]1.[CH2:33]=[O:34].[Cl:49][CH2:50][Cl:51].[Na+:48]>>[CH2:1]([CH2:2][CH2:3][CH3:4])[c:5]1[c:6](-[c:20]2[cH:21][cH:22][c:23]([O:26][CH:27]3[CH2:28][CH2:29][CH2:30][CH2:31][CH2:32]3)[cH:24][cH:25]2)[cH:7][c:8]([O:11][CH2:12][CH:13]2[CH2:14][N:15]([CH3:35])[CH2:16][CH2:17][CH:18]2[OH:19])[n:9][n:10]1. Starting materials: ClC1=CC(=C2C(=N1)NC=N2)Cl (5,7-Dichloro-3H-imidazo[4,5-b]pyridine), NC1=CC=CC=C1 (aniline). The solvent is CO (methanol). Product: ClC1=CC(=C2C(=N1)NC=N2)NC2=CC=CC=C2 (5-chloro-7-anilino-3H-imidazo[4,5-b]pyridine). As a reaction SMILES: [Cl:1][C:2]1[N:7]=[C:6]2[NH:8][CH:9]=[N:10][C:5]2=[C:4](Cl)[CH:3]=1.[NH2:12][C:13]1[CH:18]=[CH:17][CH:16]=[CH:15][CH:14]=1>CO>[Cl:1][C:2]1[N:7]=[C:6]2[NH:8][CH:9]=[N:10][C:5]2=[C:4]([NH:12][C:13]2[CH:18]=[CH:17][CH:16]=[CH:15][CH:14]=2)[CH:3]=1. Reported procedure: 5,7-Dichloro-3H-imidazo[4,5-b]pyridine (4.4 g, 23.3 mMol) was heated with 50 mL of aniline at 135° C. under a nitrogen atmosphere. After 48 hours the reaction mixture was cooled and diluted with 50 mL methanol. The 5-chloro-7-anilino-3H-imidazo[4,5-b]pyridine was isolated and washed with methanol. The dried solid weighed 4.8 g. Yield 19.6 mMol, 84%; m.p. >300° C.; NMR (DMSO-d6): 9.23 δ (s, 1H, NH-anilino); 8.24 (s, 1H, H2); 7.44-7.37 (m, 5H, aromatic); 6.69 (s, 1H, H5). Reactants: SC=1C=C(C(=O)OCC)C=CC1 (ethyl 3-mercaptobenzoate), C1CC(=O)N(C1=O)Cl (NCS), ClC1=CC=C2C=CN(C2=C1)C=1C=NN(C1)CCC (6-chloro-1-(1-propyl-1H-pyrazol-4-yl)-1H-indole). Solvent: O (water), C(Cl)Cl (CH2Cl2). Run at time 45 minute. The product is ClC1=CC=C2C(=CN(C2=C1)C=1C=NN(C1)CCC)SC=1C=C(C(=O)OCC)C=CC1 (ethyl 3-((6-chloro-1-(1-propyl-1H-pyrazol-4-yl)-1H-indol-3-yl)thio)benzoate). Isolated yield 82.4%. Reaction SMILES: [SH:1][C:2]1[CH:3]=[C:4]([CH:10]=[CH:11][CH:12]=1)[C:5]([O:7][CH2:8][CH3:9])=[O:6].C1C(=O)N(Cl)C(=O)C1.[Cl:21][C:22]1[CH:30]=[C:29]2[C:25]([CH:26]=[CH:27][N:28]2[C:31]2[CH:32]=[N:33][N:34]([CH2:36][CH2:37][CH3:38])[CH:35]=2)=[CH:24][CH:23]=1>C(Cl)Cl.O>[Cl:21][C:22]1[CH:30]=[C:29]2[C:25]([C:26]([S:1][C:2]3[CH:3]=[C:4]([CH:10]=[CH:11][CH:12]=3)[C:5]([O:7][CH2:8][CH3:9])=[O:6])=[CH:27][N:28]2[C:31]2[CH:32]=[N:33][N:34]([CH2:36][CH2:37][CH3:38])[CH:35]=2)=[CH:24][CH:23]=1. Procedure: To a stirred solution of ethyl 3-mercaptobenzoate (372 mg, 2.03 mmol) in CH2Cl2 (20 mL) under inert atmosphere was added NCS (271 mg, 2.03 mmol) at 0° C.; warmed to RT and stirred for 45 min. To this, compound 2 (500 mg, 1.93 mmol) was added at 0° C.; warmed to RT and stirred for 12 h. The reaction was monitored by TLC; after completion of the reaction, the reaction mixture was diluted with water (40 mL) and extracted with CH2Cl2 (3×20 mL). The combined organic extracts were dried over Na2SO4, f... Reactants: NC=1C(N(C(N(C1N)CC)=O)CC)=O (5,6-diamino-1,3-diethyluracil), ClC=1C=C(C=CC(=O)O)C=CC1F (3-chloro-4-fluorocinnamic acid). Product: ClC=1C=C(/C=C/C2=NC=3N(C(N(C(C3N2)=O)CC)=O)CC)C=CC1F ((E)-8-(3-Chloro-4-fluorostyryl)-1,3-diethylxanthine). Yield: 12.3%. Reaction SMILES: [NH2:1][C:2]1[C:3](=[O:14])[N:4]([CH2:12][CH3:13])[C:5](=[O:11])[N:6]([CH2:9][CH3:10])[C:7]=1[NH2:8].[Cl:15][C:16]1[CH:17]=[C:18]([CH:24]=[CH:25][C:26]=1[F:27])[CH:19]=[CH:20][C:21](O)=O>>[Cl:15][C:16]1[CH:17]=[C:18]([CH:24]=[CH:25][C:26]=1[F:27])/[CH:19]=[CH:20]/[C:21]1[NH:1][C:2]2[C:3](=[O:14])[N:4]([CH2:12][CH3:13])[C:5](=[O:11])[N:6]([CH2:9][CH3:10])[C:7]=2[N:8]=1. Procedure: Substantially the same procedure as in Reference Example 70 was repeated using 2.50 g (12.6 mmol) of 5,6-diamino-1,3-diethyluracil and 3.01 g (15.1 mmol) of 3-chloro-4-fluorocinnamic acid. Then, the resultant crude crystals were recrystallized from tetrahydrofuran/water to give 560 mg (yield 32%) of Compound 176 as a white powder. The reactants are FC(C1=C(C=NC=C1)C1=NC(=NO1)C(=O)O)(F)F (5-(4-trifluoromethyl-3-pyridyl)-1,2,4-oxadiazole-3-carboxylic acid), C(=O)(N1C=NC=C1)N1C=NC=C1 (carbonyldiimidazole), CNC (dimethylamine). Run in O1CCCC1 (tetrahydrofuran). Run at time 15 minute. The product is CN(C(=O)C1=NOC(=N1)C=1C=NC=CC1C(F)(F)F)C (N,N-Dimethyl-5-(4-trifluoromethyl-3-pyridyl)-1,2,4-oxadiazole-3-carboxamide). As a reaction SMILES: [C:1](N1C=CN=C1)([N:3]1C=CN=[CH:4]1)=O.[F:13][C:14]([F:30])([F:29])[C:15]1[CH:20]=[CH:19][N:18]=[CH:17][C:16]=1[C:21]1[O:25][N:24]=[C:23]([C:26]([OH:28])=O)[N:22]=1.CNC>O1CCCC1>[CH3:1][N:3]([CH3:4])[C:26]([C:23]1[N:22]=[C:21]([C:16]2[CH:17]=[N:18][CH:19]=[CH:20][C:15]=2[C:14]([F:13])([F:30])[F:29])[O:25][N:24]=1)=[O:28]. Procedure details: 5.8 g of carbonyldiimidazole are initially charged in 90 ml of tetrahydrofuran and, a little at a time, admixed with 9 g of 5-(4-trifluoromethyl-3-pyridyl)-1,2,4-oxadiazole-3-carboxylic acid. The mixture is stirred at room temperature for 15 min and then heated at 50° C. for 2 h. After cooling to room temperature, 2.3 g of dimethylamine are introduced in a very gentle gas stream over a period of 2 h. After a reaction time of 12 h, the mixture is concentrated and taken up in 200 ml of diethyl eth... Reactants: BrCc1ccccc1, C=CCC(O)CCCCCCCCC, CN(C)C=O, C1CCOC1. Yields the product C=CCC(CCCCCCCCC)OCc1ccccc1. RXN SMILES: [Br:15][CH2:16][c:17]1[cH:18][cH:19][cH:20][cH:21][cH:22]1.[CH2:1]=[CH:2][CH2:3][CH:4]([CH2:5][CH2:6][CH2:7][CH2:8][CH2:9][CH2:10][CH2:11][CH2:12][CH3:13])[OH:14].[CH3:28][N:29]([CH3:30])[CH:31]=[O:32].[O:23]1[CH2:24][CH2:25][CH2:26][CH2:27]1>>[CH2:1]=[CH:2][CH2:3][CH:4]([CH2:5][CH2:6][CH2:7][CH2:8][CH2:9][CH2:10][CH2:11][CH2:12][CH3:13])[O:14][CH2:16][c:17]1[cH:18][cH:19][cH:20][cH:21][cH:22]1.